describe an organic reaction: reactants, conditions, products, and yield From a dataset of the Open Reaction Database (ORD), a public repository of structured organic reaction records. The reactants are C1(=CC=CC=C1)N1CCC(CC1)CO ((1-phenylpiperidin-4-yl)methanol), N1C=CC2=CC=CC(=C12)C(=O)OC (methyl 1H-indole-7-carboxylate), C(CCC)P(CCCC)(CCCC)=CC#N ((tributylphosphoranylidene)acetonitrile). The solvent is C1(=CC=CC=C1)C (toluene). Reaction conditions: temperature 100 celsius, time 1 day. Product: C1(=CC=CC=C1)N1CCC(CC1)CN1C=CC2=CC=CC(=C12)C(=O)OC (methyl 1-[(1-phenylpiperidin-4-yl)methyl]-1H-indole-7-carboxylate). Yield: 13.9%. RXN SMILES: [C:1]1([N:7]2[CH2:12][CH2:11][CH:10]([CH2:13]O)[CH2:9][CH2:8]2)[CH:6]=[CH:5][CH:4]=[CH:3][CH:2]=1.[NH:15]1[C:23]2[C:18](=[CH:19][CH:20]=[CH:21][C:22]=2[C:24]([O:26][CH3:27])=[O:25])[CH:17]=[CH:16]1.C(P(=CC#N)(CCCC)CCCC)CCC>C1(C)C=CC=CC=1>[C:1]1([N:7]2[CH2:8][CH2:9][CH:10]([CH2:13][N:15]3[C:23]4[C:18](=[CH:19][CH:20]=[CH:21][C:22]=4[C:24]([O:26][CH3:27])=[O:25])[CH:17]=[CH:16]3)[CH2:11][CH2:12]2)[CH:2]=[CH:3][CH:4]=[CH:5][CH:6]=1. Procedure details: To a mixture of (1-phenylpiperidin-4-yl)methanol (958 mg), methyl 1H-indole-7-carboxylate (590 mg), and toluene (20 mL) was added (tributylphosphoranylidene)acetonitrile (1.0 g) at room temperature. The mixture was stirred at 100° C. for 1 day. The reaction mixture was cooled to room temperature and concentrated under reduced pressure. The residue was purified by silica gel column chromatography (hexane-ethyl acetate) to obtain methyl 1-[(1-phenylpiperidin-4-yl)methyl]-1H-indole-7-carboxylate (1... Reactants: ice, [Cl-].[Na+] (sodium chloride), O=C(CCCC#N)C (5-oxohexanenitrile), N1CCCC1 (Pyrrolidine), C1=CC=CC1 (cyclopentadiene), C1C=CC2C1C3CC2C=C3 (dicyclopentadiene). The solvent is CO (methanol). Conditions: time 1 hour. The product is C1(C=CC=C1)=C(CCCC#N)C (5-(Cyclopenta-2,4-dienylidene)hexanenitrile). As a reaction SMILES: [NH:1]1[CH2:5][CH2:4][CH2:3][CH2:2]1.C1CC=CC=1.[CH2:11]1[CH:15]2C3C=C[CH:18]([CH:14]2[CH:13]=[CH:12]1)[CH2:17]3.O=C(C)CCCC#N.[Cl-].[Na+]>CO>[C:14]1(=[C:18]([CH3:17])[CH2:5][CH2:4][CH2:3][C:2]#[N:1])[CH:15]=[CH:11][CH:12]=[CH:13]1 |f:4.5|. Reported procedure: Pyrrolidine (18.5 g; 0.26 mol) was added to a solution of cyclopentadiene (10.8 g; 0.16 mol; freshly prepared by cracking of dicyclopentadiene) and 5-oxohexanenitrile (15.4 g; 0.13 mol) in methanol (175 ml) at 0° C. After 1 hour stirring at this temperature, the reaction mixture was poured into ice-cold 2 N HCl (500 ml), saturated with sodium chloride, and extracted with MTBE (400 ml). The organic phase was washed with brine (3×300 ml), dried (MgSO4), concentrated in vacuo, and used in the next ... Starting materials: N[C@@H](CC(C)C)C(=O)OCC1=CC=CC=C1 (Leu-OBzl), CC=1C=CC(=CC1)S(=O)(=O)O (TsOH), CN1CCOCC1 (N-methylmorpholine), N([C@H](C(C)C)C(=O)O)C(=O)OC(C)(C)C (Boc-DVal), C=1C=CC2=C(C1)N=NN2O (HOBT), CCN=C=NCCCN(C)C.Cl (EDCI.HCl). Run in ClCCl (dichloromethane), O (H2O), ClCCl (dichloromethane). Run at time 2 hour. Product: N([C@H](C(C)C)C(=O)N[C@@H](CC(C)C)C(=O)OCC1=CC=CC=C1)C(=O)OC(C)(C)C (Boc-DVal-Leu-OBzl). As a reaction SMILES: [NH2:1][C@H:2]([C:7]([O:9][CH2:10][C:11]1[CH:16]=[CH:15][CH:14]=[CH:13][CH:12]=1)=[O:8])[CH2:3][CH:4]([CH3:6])[CH3:5].CC1C=CC(S(O)(=O)=O)=CC=1.CN1CCOCC1.[NH:35]([C:43]([O:45][C:46]([CH3:49])([CH3:48])[CH3:47])=[O:44])[C@@H:36]([C:40](O)=[O:41])[CH:37]([CH3:39])[CH3:38].C1C=CC2N(O)N=NC=2C=1.CCN=C=NCCCN(C)C.Cl>ClCCl.O>[NH:35]([C:43]([O:45][C:46]([CH3:48])([CH3:47])[CH3:49])=[O:44])[C@@H:36]([C:40]([NH:1][C@H:2]([C:7]([O:9][CH2:10][C:11]1[CH:16]=[CH:15][CH:14]=[CH:13][CH:12]=1)=[O:8])[CH2:3][CH:4]([CH3:6])[CH3:5])=[O:41])[CH:37]([CH3:38])[CH3:39] |f:5.6|. Procedure: To a solution of Leu-OBzl.TsOH(70g) in dichloromethane(600 ml) was added successively N-methylmorpholine (19.5 ml), Boc-DVal(39 g), HOBT.H2O(27 g) and EDCI.HCl(36 g) under ice cooling. The reaction mixture was stirred under ice cooling for lh and at room temperature for 2 h, diluted with dichloromethane, washed successively with saturated NaHCO3, 10% citric acid, water and saturated NaCl, dried over MgSO4, and filtered. Solvents were rmmoved under reduced pressure to give Boc-DVal-Leu-OBzl (80 g... Reactants: O=C1CN(c2ccc(-n3cc(-c4ccc(Cl)cc4Cl)nc3Cc3ccc(-c4ccc(Cl)nc4)cc3)cc2)S(=O)(=O)N1, OC1CCCCC1. Yields the product O=C1CN(c2ccc(-n3cc(-c4ccc(Cl)cc4Cl)nc3Cc3ccc(-c4ccc(OC5CCCCC5)nc4)cc3)cc2)S(=O)(=O)N1. RXN SMILES: [Cl:1][c:2]1[cH:3][cH:4][c:5](-[c:8]2[cH:9][cH:10][c:11]([CH2:12][c:13]3[n:14](-[c:26]4[cH:27][cH:28][c:29]([N:32]5[CH2:33][C:34](=[O:39])[NH:35][S:36]5(=[O:37])=[O:38])[cH:30][cH:31]4)[cH:15][c:16](-[c:18]4[c:19]([Cl:25])[cH:20][c:21]([Cl:24])[cH:22][cH:23]4)[n:17]3)[cH:40][cH:41]2)[cH:6][n:7]1.[OH:42][CH:43]1[CH2:44][CH2:45][CH2:46][CH2:47][CH2:48]1>>[c:2]1([O:42][CH:43]2[CH2:44][CH2:45][CH2:46][CH2:47][CH2:48]2)[cH:3][cH:4][c:5](-[c:8]2[cH:9][cH:10][c:11]([CH2:12][c:13]3[n:14](-[c:26]4[cH:27][cH:28][c:29]([N:32]5[CH2:33][C:34](=[O:39])[NH:35][S:36]5(=[O:37])=[O:38])[cH:30][cH:31]4)[cH:15][c:16](-[c:18]4[c:19]([Cl:25])[cH:20][c:21]([Cl:24])[cH:22][cH:23]4)[n:17]3)[cH:40][cH:41]2)[cH:6][n:7]1. Starting materials: [N+](=O)(O)[O-] (nitric acid), FC1=CC=C(C=C1)OC(F)(F)F (1-fluoro-4-trifluoromethoxy-benzene), ice water. Conditions: time 30 minute. Yields the product FC1=CC(=C(C=C1)OC(F)(F)F)[N+](=O)[O-] (4-fluoro-2-nitro-1-trifluoromethoxy-benzene). RXN SMILES: [N+:1]([O-:4])(O)=[O:2].[F:5][C:6]1[CH:11]=[CH:10][C:9]([O:12][C:13]([F:16])([F:15])[F:14])=[CH:8][CH:7]=1>>[F:5][C:6]1[CH:7]=[CH:8][C:9]([O:12][C:13]([F:14])([F:15])[F:16])=[C:10]([N+:1]([O-:4])=[O:2])[CH:11]=1. Procedure: At −10° C., 90% fuming nitric acid (25 mL) was added to concentrate sulfuric acid (50 mL) slowly to keep the temperature below 0° C. At −20° C., 1-fluoro-4-trifluoromethoxy-benzene (5 g, 27.7 mmol) was added portionwise to keep the temperature of the reaction mixture below 0° C. After addition, the reaction mixture was kept at 0° C. for 30 min, poured into ice-water, extracted with EtOAc. The extracts were concentrated to give a mixture (6.05 g) of 4-fluoro-2-nitro-1-trifluoromethoxy-benzene and... Starting materials: Cl.C(C)(C)(C)NN (t-butyl hydrazine hydrochloride), C(C1=CC=CC=C1)(=S)SCC(=O)O (S-(thiobenzoyl)thioglycolic acid), O (Water). Run in N1=CC=CC=C1 (pyridine). Run at temperature 120 celsius. Product: C(C)(C)(C)NNC(C1=CC=CC=C1)=S (N'-t-butyl-N-(thiobenzoyl)hydrazine). As a reaction SMILES: [C:1]([S:9]CC(O)=O)(=S)[C:2]1[CH:7]=[CH:6][CH:5]=[CH:4][CH:3]=1.Cl.[C:15]([NH:19][NH2:20])([CH3:18])([CH3:17])[CH3:16].O>N1C=CC=CC=1>[C:15]([NH:19][NH:20][C:1](=[S:9])[C:2]1[CH:3]=[CH:4][CH:5]=[CH:6][CH:7]=1)([CH3:18])([CH3:17])[CH3:16] |f:1.2|. Procedure: S-(thiobenzoyl)thioglycolic acid (3.0 g) was dissolved in 20 ml pyridine, treated with t-butyl hydrazine hydrochloride (excess, ca. 4 g) and then was heated at ca. 120° C. for 14 hours. Water (120 ml) was added and the mixture was extracted with ether. The organic extracts were dried over anhydrous magnesium sulfate, filtered and evaporated to give crude N'-t-butyl-N-(thiobenzoyl)hydrazine as a viscous yellow oil. The reactants are [Br-].C(=O)(O)C(CCN1C(SC2=C1C=CC=C2)=CC2=CC=[N+](C1=CC=CC=C21)C)CCC (4-((3-(3-carboxyhexyl)benzo[d]thiazole-2(3H)-ylidene) methyl)-1-methylquinoliniumbromide), [Br-].C[N+]1=CC=C(C2=CC=CC=C12)C=C1SC2=C(N1CCCCC(=O)O)C=CC=C2 (1-methyl-4-[{3-(4-carboxybutyl)-2(3H)-benzothiazolylidene}methyl]quinolinium bromide), [Br-].C(=O)(O)C(CCC[N+]1=C(SC2=C1C=CC=C2)C)CC (3-(4-carboxyhexyl)-2-methylbenzothiazolium bromide), [Br-].CC=1SC2=C([NH+]1)C=CC=C2 (2-methylbenzothiazolium bromide). Yields the product [Br-].C(=O)(O)C(CCN1C(SC2=C1C=CC=C2)=CC2=CC=[N+](C1=CC=CC=C21)C)CC (4-((3-(3-carboxypentyl)benzo[d]thiazole-2(3H)-ylidene)methyl)-1-methylquinoliniumbromide). Isolated yield 22.0%. As a reaction SMILES: [Br-:1].[C:2]([CH:5]([CH2:29][CH2:30]C)[CH2:6][CH2:7][N:8]1[C:12]2[CH:13]=[CH:14][CH:15]=[CH:16][C:11]=2[S:10][C:9]1=[CH:17][C:18]1[C:27]2[C:22](=[CH:23][CH:24]=[CH:25][CH:26]=2)[N+:21]([CH3:28])=[CH:20][CH:19]=1)([OH:4])=[O:3].[Br-].C(C(CC)CCC[N+]1C2C=CC=CC=2SC=1C)(O)=O.[Br-].CC1SC2C=CC=CC=2[NH+]=1.[Br-].C[N+]1C2C(=CC=CC=2)C(C=C2N(CCCCC(O)=O)C3C=CC=CC=3S2)=CC=1>>[Br-:1].[C:2]([CH:5]([CH2:29][CH3:30])[CH2:6][CH2:7][N:8]1[C:12]2[CH:13]=[CH:14][CH:15]=[CH:16][C:11]=2[S:10][C:9]1=[CH:17][C:18]1[C:27]2[C:22](=[CH:23][CH:24]=[CH:25][CH:26]=2)[N+:21]([CH3:28])=[CH:20][CH:19]=1)([OH:4])=[O:3] |f:0.1,2.3,4.5,6.7,8.9|. Reported procedure: Furthermore, 4-((3-(3-carboxyhexyl)benzo[d]thiazole-2(3H)-ylidene) methyl)-1-methylquinoliniumbromide with a linker (a polymethylene chain linked to a carboxyl group) having a carbon number n of 6 was synthesized from the mixture of 3-(4-carboxyhexyl)-2-methylbenzothiazolium bromide and 2-methylbenzothiazolium bromide by the same method as that used for Compound 107, which was obtained with a yield of 22%. The instrumental analytical values are indicated below.